From a dataset of the Open Reaction Database (ORD), a public repository of structured organic reaction records. describe an organic reaction: reactants, conditions, products, and yield Reactants: C(C)(=O)NC(CC1=CC=CC=C1)C(=O)O (N-acetyl-D,L-phenylalanine), CO (methanol), S(O)(O)(=O)=O (sulfuric acid). Run in petroleum ether. Yields the product COC(C(NC(C)=O)CC1=CC=CC=C1)=O (N-acetyl-D,L-phenylalanine methyl ester). Reaction SMILES: [C:1]([NH:4][CH:5]([C:13]([OH:15])=[O:14])[CH2:6][C:7]1[CH:12]=[CH:11][CH:10]=[CH:9][CH:8]=1)(=[O:3])[CH3:2].[CH3:16]O.S(=O)(=O)(O)O>>[CH3:16][O:14][C:13](=[O:15])[CH:5]([CH2:6][C:7]1[CH:8]=[CH:9][CH:10]=[CH:11][CH:12]=1)[NH:4][C:1](=[O:3])[CH3:2]. Procedure details: Into a 100 milliliter round bottom flask were placed 10.36 grams (50 millimoles) of N-acetyl-D,L-phenylalanine, 48 grams (1.5 moles) of methanol and 2 grams of sulfuric acid (0.02 moles). The mixture was refluxed for 3 hours. The solvent was then removed under vacuum and the resulting oily residue was taken up in 100 milliliters of ether, washed with 50 milliliters of 5% sodium bicarbonate, 50 milliliters of saturated sodium chloride solution, dried over magnesium sulfate, filtered and the solve... Reactants: CCCN(CCC)C(=O)COC(=O)CCNC(=O)OC(C)(C)C, Cl, C1COCCO1. The product is CCCN(CCC)C(=O)COC(=O)CCN. RXN SMILES: [CH2:1]([CH2:2][CH3:3])[N:4]([C:5](=[O:6])[CH2:7][O:8][C:9]([CH2:10][CH2:11][NH:12][C:13]([O:14][C:15]([CH3:16])([CH3:17])[CH3:18])=[O:19])=[O:20])[CH2:21][CH2:22][CH3:23].[ClH:24].[O:25]1[CH2:26][CH2:27][O:28][CH2:29][CH2:30]1>>[CH2:1]([CH2:2][CH3:3])[N:4]([C:5](=[O:6])[CH2:7][O:8][C:9]([CH2:10][CH2:11][NH2:12])=[O:20])[CH2:21][CH2:22][CH3:23]. Starting materials: C[Li] (Methyllithium), BrC=1C=C(C(=O)O)C=C(C1)F (3-bromo-5-fluorobenzoic acid). The solvent is C(C)OCC (diethyl ether). Reaction conditions: temperature -10 celsius, time 1 hour. Yields the product BrC=1C=C(C=C(C1)F)C(C)=O (1-(3-bromo-5-fluorophenyl)ethanone). The yield is 94.0%. Reaction SMILES: [CH3:1][Li].[Br:3][C:4]1[CH:5]=[C:6]([CH:10]=[C:11]([F:13])[CH:12]=1)[C:7]([OH:9])=O>C(OCC)C>[Br:3][C:4]1[CH:5]=[C:6]([C:7](=[O:9])[CH3:1])[CH:10]=[C:11]([F:13])[CH:12]=1. Procedure: Methyllithium (1.3 M in diethyl ether, 35 mL) was added dropwise to 3-bromo-5-fluorobenzoic acid (5 g) in diethyl ether at −78° C. keeping the temperature below −60° C. The reaction was then left to warm to −10° C. and was stirred for 1 h before being carefully quenched with saturated ammonium chloride (100 mL) until pH=3. The product was extracted with diethyl ether (2×100 mL), dried over sodium sulfate and the solvent removed by evaporation to yield 1-(3-bromo-5-fluorophenyl)ethanone as an off... Starting materials: [OH-].[Na+] (sodium hydroxide), CC1=CCC(CC1)NC(OC(C)(C)C)=O (tert-butyl 4-methylcyclohex-3-enylcarbamate), O (water), C(C)O (ethanol), OO (hydrogen peroxide). The solvent is C1CCOC1 (THF). Run at temperature 0 celsius, time 1 hour. Yields the product OC1CC(CCC1C)NC(OC(C)(C)C)=O (tert-butyl 3-hydroxy-4-methylcyclohexylcarbamate). Yield: 55.9%. RXN SMILES: [CH3:1][C:2]1[CH2:7][CH2:6][CH:5]([NH:8][C:9](=[O:15])[O:10][C:11]([CH3:14])([CH3:13])[CH3:12])[CH2:4][CH:3]=1.O.C([OH:19])C.[OH-].[Na+].OO>C1COCC1>[OH:19][CH:3]1[CH:2]([CH3:1])[CH2:7][CH2:6][CH:5]([NH:8][C:9](=[O:15])[O:10][C:11]([CH3:14])([CH3:13])[CH3:12])[CH2:4]1 |f:3.4|. Reported procedure: To a stirring solution of tert-butyl 4-methylcyclohex-3-enylcarbamate (1.5844 g, 7.50 mmol) in THF (94 mL) at 0° C. was added 1M borane THF complex (33.7 mL, 33.7 mmol). The solution was stirred at 0° C. for 1 h and then at room temperature for 2 h. The reaction was quenched very slowly with water (40.5 mL, 2249 mmol), diluted with ethanol (39.8 mL, 682 mmol) and basified with aqueous sodium hydroxide solution (5 N, 37.5 mL, 187 mmol). To the stirring biphasic mixture was slowly added hydrogen p... The reactants are NC1=C(C(=O)NC2=NN=NN2)C=CC=C1 (2-amino-N-(1H-tetrazol-5-yl)benzamide), C(C)OC(C)(OCC)OCC (1,1,1-triethoxyethane). Solvent: C(C)O (ethanol). Product: CC1=NC2=CC=CC=C2C(N1C1=NN=NN1)=O (2-methyl-3-(1H-tetrazol-5-yl)-4(3H)-quinazolinone). RXN SMILES: [NH2:1][C:2]1[CH:15]=[CH:14][CH:13]=[CH:12][C:3]=1[C:4]([NH:6][C:7]1[NH:11][N:10]=[N:9][N:8]=1)=[O:5].[CH2:16](OC(OCC)(OCC)C)[CH3:17]>C(O)C>[CH3:16][C:17]1[N:6]([C:7]2[NH:11][N:10]=[N:9][N:8]=2)[C:4](=[O:5])[C:3]2[C:2](=[CH:15][CH:14]=[CH:13][CH:12]=2)[N:1]=1. Reported procedure: A mixture of 3.8 g of 2-amino-N-(1H-tetrazol-5-yl)benzamide and 3.3 g of 1,1,1-triethoxyethane in 50 ml of ethanol was heated at reflux for 18 hours. The mixture was then concentrated to a small volume and the resulting solid was collected by filtration and air dried to give 2-methyl-3-(1H-tetrazol-5-yl)-4(3H)-quinazolinone melting at about 225°-226° C. This compound has the following structural formula: ##STR5##